Dataset: the Open Reaction Database (ORD), a public repository of structured organic reaction records. Task: describe an organic reaction: reactants, conditions, products, and yield Starting materials: ClC1=C(C(=O)O)C=CC(=C1)NC(=O)C1=CC=C2CCCN(C2=C1)S(=O)(=O)C1=C(C=CC(=C1)Cl)OC (2-Chloro-4-{[1-(5-chloro-2-methoxy-benzenesulfonyl)-1,2,3,4-tetrahydro-quinoline-7-carbonyl]-amino}-benzoic acid), ClC=1C=CC(=C(C1)S(=O)(=O)Cl)OC (5-chloro-2-methoxy-benzenesulfonyl chloride). The product is COC(C1=C(C=C(C=C1)NC(=O)C1=CC=C2CCCN(C2=C1)S(=O)(=O)C1=C(C=CC(=C1)Cl)OC)Cl)=O (2-chloro-4-{[1-(5-chloro-2-methoxy-benzenesulfonyl)-1,2,3,4-tetrahydro-quinoline-7-carbonyl]-amino}-benzoic acid methyl ester). As a reaction SMILES: [Cl:1][C:2]1[CH:10]=[C:9]([NH:11][C:12]([C:14]2[CH:23]=[C:22]3[C:17]([CH2:18][CH2:19][CH2:20][N:21]3[S:24]([C:27]3[CH:32]=[C:31]([Cl:33])[CH:30]=[CH:29][C:28]=3[O:34][CH3:35])(=[O:26])=[O:25])=[CH:16][CH:15]=2)=[O:13])[CH:8]=[CH:7][C:3]=1[C:4]([OH:6])=[O:5].Cl[C:37]1C=CC(OC)=C(S(Cl)(=O)=O)C=1>>[CH3:37][O:5][C:4](=[O:6])[C:3]1[CH:7]=[CH:8][C:9]([NH:11][C:12]([C:14]2[CH:23]=[C:22]3[C:17]([CH2:18][CH2:19][CH2:20][N:21]3[S:24]([C:27]3[CH:32]=[C:31]([Cl:33])[CH:30]=[CH:29][C:28]=3[O:34][CH3:35])(=[O:26])=[O:25])=[CH:16][CH:15]=2)=[O:13])=[CH:10][C:2]=1[Cl:1]. Procedure: 2-Chloro-4-{[1-(5-chloro-2-methoxy-benzenesulfonyl)-1,2,3,4-tetrahydro-quinoline-7-carbonyl]-amino}-benzoic acid, m/z (ES+): 535.25 (M+H+.), was prepared in analogy to example 40, steps 1 to 5. Step 4 was performed using 5-chloro-2-methoxy-benzenesulfonyl chloride, yielding 2-chloro-4-{[1-(5-chloro-2-methoxy-benzenesulfonyl)-1,2,3,4-tetrahydro-quinoline-7-carbonyl]-amino}-benzoic acid methyl ester, which was hydrolyzed in step 5. The reactants are C(C1=CC=CC=C1)N1C(=NC2=C1C=C(C=C2)O)C2=CC=CC=C2 (1-Benzyl-6-hydroxy-2-phenylbenzimidazole), C(C)(C)OC(CCCCCBr)=O (6-bromo-hexanoic acid isopropyl ester). Yields the product C(C1=CC=CC=C1)N1C(=NC2=C1C=C(C=C2)OCCCCCC(=O)OC(C)C)C2=CC=CC=C2 (1-Benzyl-2-phenyl-6-[(5-(iso-propyl-oxycarbonyl)pentyl]oxy]-benzimidazole). Reaction SMILES: [CH2:1]([N:8]1[C:12]2[CH:13]=[C:14]([OH:17])[CH:15]=[CH:16][C:11]=2[N:10]=[C:9]1[C:18]1[CH:23]=[CH:22][CH:21]=[CH:20][CH:19]=1)[C:2]1[CH:7]=[CH:6][CH:5]=[CH:4][CH:3]=1.[CH:24]([O:27][C:28](=[O:35])[CH2:29][CH2:30][CH2:31][CH2:32][CH2:33]Br)([CH3:26])[CH3:25]>>[CH2:1]([N:8]1[C:12]2[CH:13]=[C:14]([O:17][CH2:33][CH2:32][CH2:31][CH2:30][CH2:29][C:28]([O:27][CH:24]([CH3:25])[CH3:26])=[O:35])[CH:15]=[CH:16][C:11]=2[N:10]=[C:9]1[C:18]1[CH:23]=[CH:22][CH:21]=[CH:20][CH:19]=1)[C:2]1[CH:3]=[CH:4][CH:5]=[CH:6][CH:7]=1. Reported procedure: 1-Benzyl-6-hydroxy-2-phenylbenzimidazole is alkylated according to general operating instructions 2 with 6-bromo-hexanoic acid isopropyl ester. 1-Benzyl-2-phenyl-6-[(5-(iso-propyl-oxycarbonyl)pentyl]oxy]-benzimidazole is obtained as a resin. Starting materials: C=CC(=O)OC, CC#N, Cl[Cu]Cl, Cl, CC(C)(C)ON=O, Cn1nc(-c2c(F)cc(Cl)c3nc(N)sc23)c(Cl)c1OC(F)F. Yields the product COC(=O)C=Cc1nc2c(Cl)cc(F)c(-c3nn(C)c(OC(F)F)c3Cl)c2s1. Reaction SMILES: [C:24]([CH:25]=[CH2:26])(=[O:27])[O:28][CH3:29].[CH3:38][C:39]#[N:40].[Cl:41][Cu:42][Cl:43].[ClH:37].[N:30]([O:31][C:32]([CH3:33])([CH3:34])[CH3:35])=[O:36].[NH2:1][c:2]1[s:3][c:4]2[c:5]([n:6]1)[c:7]([Cl:23])[cH:8][c:9]([F:22])[c:10]2-[c:11]1[n:12][n:13]([CH3:21])[c:14]([O:17][CH:18]([F:19])[F:20])[c:15]1[Cl:16]>>[c:2]1([CH:26]=[CH:25][C:24](=[O:27])[O:28][CH3:29])[s:3][c:4]2[c:5]([n:6]1)[c:7]([Cl:23])[cH:8][c:9]([F:22])[c:10]2-[c:11]1[n:12][n:13]([CH3:21])[c:14]([O:17][CH:18]([F:19])[F:20])[c:15]1[Cl:16]. Reactants: C1CCOC1, CC1(C)C(C(=O)c2cn(CCN=[N+]=[N-])c3ccccc23)C1(C)C, O. Product: CC1(C)C(C(=O)c2cn(CCN)c3ccccc23)C1(C)C. RXN SMILES: [CH2:24]1[O:25][CH2:26][CH2:27][CH2:28]1.[N:1](=[N+:2]=[N-:3])[CH2:4][CH2:5][n:6]1[cH:7][c:8]([C:15](=[O:16])[CH:17]2[C:18]([CH3:22])([CH3:23])[C:19]2([CH3:20])[CH3:21])[c:9]2[cH:10][cH:11][cH:12][cH:13][c:14]12.[OH2:29]>>[NH2:1][CH2:4][CH2:5][n:6]1[cH:7][c:8]([C:15](=[O:16])[CH:17]2[C:18]([CH3:22])([CH3:23])[C:19]2([CH3:20])[CH3:21])[c:9]2[cH:10][cH:11][cH:12][cH:13][c:14]12. The reactants are Brc1cccnc1, C#CCNC(=O)OC(C)(C)C, COCCOC, CCO, [Cu]I, [Na+], [Na+], O=C([O-])[O-], c1ccc(P(c2ccccc2)(c2ccccc2)[Pd](P(c2ccccc2)(c2ccccc2)c2ccccc2)(P(c2ccccc2)(c2ccccc2)c2ccccc2)P(c2ccccc2)(c2ccccc2)c2ccccc2)cc1. Product: CC(C)(C)OC(=O)NCC#Cc1cccnc1. RXN SMILES: [Br:18][c:19]1[cH:20][n:21][cH:22][cH:23][cH:24]1.[CH2:1]([C:2]#[CH:3])[NH:4][C:5]([O:6][C:7]([CH3:8])([CH3:9])[CH3:10])=[O:11].[CH2:25]([CH2:26][O:27][CH3:28])[O:29][CH3:30].[CH2:31]([OH:32])[CH3:33].[Cu:111][I:112].[Na+:12].[Na+:13].[O-:14][C:15](=[O:16])[O-:17].[cH:34]1[cH:35][cH:36][c:37]([P:38]([Pd:39]([P:40]([c:41]2[cH:42][cH:43][cH:44][cH:45][cH:46]2)([c:47]2[cH:48][cH:49][cH:50][cH:51][cH:52]2)[c:53]2[cH:54][cH:55][cH:56][cH:57][cH:58]2)([P:59]([c:60]2[cH:61][cH:62][cH:63][cH:64][cH:65]2)([c:66]2[cH:67][cH:68][cH:69][cH:70][cH:71]2)[c:72]2[cH:73][cH:74][cH:75][cH:76][cH:77]2)[P:78]([c:79]2[cH:80][cH:81][cH:82][cH:83][cH:84]2)([c:85]2[cH:86][cH:87][cH:88][cH:89][cH:90]2)[c:91]2[cH:92][cH:93][cH:94][cH:95][cH:96]2)([c:97]2[cH:98][cH:99][cH:100][cH:101][cH:102]2)[c:103]2[cH:104][cH:105][cH:106][cH:107][cH:108]2)[cH:109][cH:110]1>>[CH2:1]([C:2]#[C:3][c:19]1[cH:20][n:21][cH:22][cH:23][cH:24]1)[NH:4][C:5]([O:6][C:7]([CH3:8])([CH3:9])[CH3:10])=[O:11]. Starting materials: C(C)OC(=O)C1(CN(CC1)CC1=CC=CC=C1)OCC=C (3-allyloxy-1-benzyl-pyrrolidine-3-carboxylic acid ethyl ester), C(=O)[O-].[NH4+] (ammonium formate). Reagents/catalysts: [Pd] (Pd/C). Run in CO (methanol). Yields the product C(C)OC(=O)C1(CNCC1)OCCC (3-propoxy-pyrrolidine-3-carboxylic acid ethyl ester). Isolated yield 83.3%. As a reaction SMILES: [CH2:1]([O:3][C:4]([C:6]1([O:18][CH2:19][CH:20]=[CH2:21])[CH2:10][CH2:9][N:8](CC2C=CC=CC=2)[CH2:7]1)=[O:5])[CH3:2].C([O-])=O.[NH4+]>[Pd].CO>[CH2:1]([O:3][C:4]([C:6]1([O:18][CH2:19][CH2:20][CH3:21])[CH2:10][CH2:9][NH:8][CH2:7]1)=[O:5])[CH3:2] |f:1.2|. Procedure details: A mixture of 3-allyloxy-1-benzyl-pyrrolidine-3-carboxylic acid ethyl ester (145 mg), ammonium formate (126 mg), 10% Pd/C (20 mg) and methanol (4 ml) was refluxed for 40 minutes. The mixture was filtered through Celite, washed with ethyl acetate. The combined filtrate was concentrated and the residue was taken into ethyl acetate, washed with brine and dried over MgSO4. Evaporation of solvent provided the title compound as oil (84 mg). As a reaction SMILES: [CH3:37][CH2:38][O:39][C:40](=[O:41])[CH3:42].[CH3:43][C:44]#[N:45].[CH:18]1([O:23][c:24]2[c:25]([C:26](=[O:27])[OH:28])[cH:29][c:30]([S:33](=[O:34])(=[O:35])[CH3:36])[cH:31][cH:32]2)[CH2:19][CH2:20][CH2:21][CH2:22]1.[ClH:1].[N:2]1([c:8]2[n:9][c:10]3[cH:11][cH:12][cH:13][cH:14][c:15]3[n:16][cH:17]2)[CH2:3][CH2:4][NH:5][CH2:6][CH2:7]1>>[N:2]1([c:8]2[n:9][c:10]3[cH:11][cH:12][cH:13][cH:14][c:15]3[n:16][cH:17]2)[CH2:3][CH2:4][N:5]([C:26]([c:25]2[c:24]([O:23][CH:18]3[CH2:19][CH2:20][CH2:21][CH2:22]3)[cH:32][cH:31][c:30]([S:33](=[O:34])(=[O:35])[CH3:36])[cH:29]2)=[O:27])[CH2:6][CH2:7]1. The reactants are CCOC(C)=O, CC#N, CS(=O)(=O)c1ccc(OC2CCCC2)c(C(=O)O)c1, Cl, c1ccc2nc(N3CCNCC3)cnc2c1. The product is CS(=O)(=O)c1ccc(OC2CCCC2)c(C(=O)N2CCN(c3cnc4ccccc4n3)CC2)c1. Starting materials: Clc1ncnc2ncccc12, Nc1ccccc1, [NH4+], [OH-]. The product is c1ccc(Nc2ncnc3ncccc23)cc1. Reaction SMILES: [Cl:1][c:2]1[c:3]2[c:4]([n:5][cH:6][n:7]1)[n:8][cH:9][cH:10][cH:11]2.[NH2:12][c:13]1[cH:14][cH:15][cH:16][cH:17][cH:18]1.[NH4+:19].[OH-:20]>>[c:2]1([NH:12][c:13]2[cH:14][cH:15][cH:16][cH:17][cH:18]2)[c:3]2[c:4]([n:5][cH:6][n:7]1)[n:8][cH:9][cH:10][cH:11]2.